From a dataset of the Open Reaction Database (ORD), a public repository of structured organic reaction records. describe an organic reaction: reactants, conditions, products, and yield Yields the product CN(C)CCOc1ccc2c(c1)OCC21C(=O)N(CC2CCCO2)c2ccccc21. As a reaction SMILES: [C:42](=[O:43])([O-:44])[O-:45].[CH3:1][N:2]([CH2:3][CH2:4][O:5][c:6]1[cH:7][c:8]2[c:9]([cH:22][cH:23]1)[C:10]1([CH2:11][O:12]2)[C:13](=[O:21])[NH:14][c:15]2[cH:16][cH:17][cH:18][cH:19][c:20]21)[CH3:24].[CH3:25][c:26]1[cH:27][cH:28][c:29]([S:30]([O:31][CH2:36][CH:37]2[O:38][CH2:39][CH2:40][CH2:41]2)(=[O:32])=[O:33])[cH:34][cH:35]1.[CH3:48][C:49](=[O:50])[CH2:51][CH3:52].[Cs+:46].[Cs+:47]>>[CH3:1][N:2]([CH2:3][CH2:4][O:5][c:6]1[cH:7][c:8]2[c:9]([cH:22][cH:23]1)[C:10]1([CH2:11][O:12]2)[C:13](=[O:21])[N:14]([CH2:36][CH:37]2[O:38][CH2:39][CH2:40][CH2:41]2)[c:15]2[cH:16][cH:17][cH:18][cH:19][c:20]21)[CH3:24]. Reactants: O=C([O-])[O-], CN(C)CCOc1ccc2c(c1)OCC21C(=O)Nc2ccccc21, Cc1ccc(S(=O)(=O)OCC2CCCO2)cc1, CCC(C)=O, [Cs+], [Cs+]. The reactants are Cl, O, CC1(C)C(=O)Oc2ccc3ccc(C(O)C(F)(F)F)cc3c21, Cc1ccc(S(=O)(=O)Cl)cc1, c1ccncc1. Product: Cc1ccc(S(=O)(=O)OC(c2ccc3ccc4c(c3c2)C(C)(C)C(=O)O4)C(F)(F)F)cc1. Reaction SMILES: [ClH:40].[OH2:41].[OH:1][CH:2]([C:3]([F:4])([F:5])[F:6])[c:7]1[cH:8][cH:9][c:10]2[cH:11][cH:12][c:13]3[c:17]([c:18]2[cH:19]1)[C:16]([CH3:20])([CH3:21])[C:15](=[O:22])[O:14]3.[S:29](=[O:30])(=[O:31])([c:32]1[cH:33][cH:34][c:35]([CH3:36])[cH:37][cH:38]1)[Cl:39].[cH:23]1[cH:24][cH:25][n:26][cH:27][cH:28]1>>[O:1]([CH:2]([C:3]([F:4])([F:5])[F:6])[c:7]1[cH:8][cH:9][c:10]2[cH:11][cH:12][c:13]3[c:17]([c:18]2[cH:19]1)[C:16]([CH3:20])([CH3:21])[C:15](=[O:22])[O:14]3)[S:29](=[O:30])(=[O:31])[c:32]1[cH:33][cH:34][c:35]([CH3:36])[cH:37][cH:38]1. Starting materials: CN1C2=CC[C@H]3[C@@H]4CC[C@@H]([C@@]4(C)CC[C@@H]3[C@]2(CCC1=O)C)C(=O)O (4-methyl-3-oxo-4-azaandrost-5-ene-17β-carboxylic acid), C1(=CC=CC=C1)C(CC1=CC=CC=C1)N (1,2-diphenylethylamine). Product: C1(=CC=CC=C1)C(CC1=CC=CC=C1)NC(=O)[C@@H]1[C@]2(C)[C@@H](CC1)[C@@H]1CC=C3N(C(CC[C@]3(C)[C@H]1CC2)=O)C (N-(1,2-Diphenylethyl)-4-methyl-3-oxo-4-azaandrost-5-ene-17β-carboxamide). The yield is 78.0%. As a reaction SMILES: [CH3:1][N:2]1[C:19](=[O:20])[CH2:18][CH2:17][C@@:16]2([CH3:21])[C:3]1=[CH:4][CH2:5][C@@H:6]1[C@@H:15]2[CH2:14][CH2:13][C@@:11]2([CH3:12])[C@H:7]1[CH2:8][CH2:9][C@@H:10]2[C:22]([OH:24])=O.[C:25]1([CH:31]([NH2:39])[CH2:32][C:33]2[CH:38]=[CH:37][CH:36]=[CH:35][CH:34]=2)[CH:30]=[CH:29][CH:28]=[CH:27][CH:26]=1>>[C:25]1([CH:31]([NH:39][C:22]([C@H:10]2[CH2:9][CH2:8][C@H:7]3[C@H:6]4[C@H:15]([CH2:14][CH2:13][C@:11]23[CH3:12])[C@:16]2([CH3:21])[C:3]([N:2]([CH3:1])[C:19](=[O:20])[CH2:18][CH2:17]2)=[CH:4][CH2:5]4)=[O:24])[CH2:32][C:33]2[CH:34]=[CH:35][CH:36]=[CH:37][CH:38]=2)[CH:30]=[CH:29][CH:28]=[CH:27][CH:26]=1. Procedure: The title compound was prepared in a yield of 78% in a similar manner to that described in Example 1 by reacting 4-methyl-3-oxo-4-azaandrost-5-ene-17β-carboxylic acid (prepared as described in Preparation 5) and 1,2-diphenylethylamine. Reactants: OCC=1C=C(C=CC1)C=1C=C(C2=C(N1)N(N=C2)C(C)C)C(=O)OCC (ethyl 6-(3-(hydroxymethyl)phenyl)-1-isopropyl-1H-pyrazolo[3,4-b]pyridine-4-carboxylate). Solvent: CCO (EtOH), C(C)O (ethanol). Conditions: temperature 60 celsius, time 1 hour. Product: OCC=1C=C(C=CC1)C=1C=C(C2=C(N1)N(N=C2)C(C)C)C(=O)O (6-(3-(hydroxymethyl)phenyl)-1-isopropyl-1H-pyrazolo[3,4-b]pyridine-4-carboxylic acid). Reaction SMILES: [OH:1][CH2:2][C:3]1[CH:4]=[C:5]([C:9]2[CH:10]=[C:11]([C:21]([O:23]CC)=[O:22])[C:12]3[CH:17]=[N:16][N:15]([CH:18]([CH3:20])[CH3:19])[C:13]=3[N:14]=2)[CH:6]=[CH:7][CH:8]=1>C(O)C>[OH:1][CH2:2][C:3]1[CH:4]=[C:5]([C:9]2[CH:10]=[C:11]([C:21]([OH:23])=[O:22])[C:12]3[CH:17]=[N:16][N:15]([CH:18]([CH3:20])[CH3:19])[C:13]=3[N:14]=2)[CH:6]=[CH:7][CH:8]=1. Procedure: To a solution of ethyl 6-(3-(hydroxymethyl)phenyl)-1-isopropyl-1H-pyrazolo[3,4-b]pyridine-4-carboxylate (0.81 g, 2.38 mmol) in EtOH (15 mL) aqueous NaOH (0.47 g, 11.94 mmol) was added and stirred at 60° C. for 1 h. After completion of the reaction, ethanol was removed under reduced pressure and it was acidified using 10% citric acid solution till pH 4. Extraction was carried out using 5% MeOH/DCM, the combined organic layers were washed with water & dried over anhydrous Na2SO4; filtered and conc... The reactants are CCOC(=O)C(C)(C)C1CCOCC1, CCO, [K+], [OH-]. The product is CC(C)(C(=O)O)C1CCOCC1. As a reaction SMILES: [CH2:1]([CH3:2])[O:3][C:4]([C:5]([CH3:6])([CH:7]1[CH2:8][CH2:9][O:10][CH2:11][CH2:12]1)[CH3:13])=[O:14].[CH3:17][CH2:18][OH:19].[K+:16].[OH-:15]>>[O:3]=[C:4]([C:5]([CH3:6])([CH:7]1[CH2:8][CH2:9][O:10][CH2:11][CH2:12]1)[CH3:13])[OH:14]. Reactants: [Al+3], O=C(Cl)Cc1ccccc1Br, CCOC(=O)c1ccc[nH]1, [Cl-], [Cl-], [Cl-], CC(Cl)Cl. Yields the product CCOC(=O)c1cc(C(=O)Cc2ccccc2Br)c[nH]1. As a reaction SMILES: [Al+3:12].[Br:15][c:16]1[c:17]([CH2:22][C:23](=[O:24])[Cl:25])[cH:18][cH:19][cH:20][cH:21]1.[CH2:1]([CH3:2])[O:3][C:4](=[O:5])[c:6]1[nH:7][cH:8][cH:9][cH:10]1.[Cl-:11].[Cl-:13].[Cl-:14].[Cl:26][CH:27]([Cl:28])[CH3:29]>>[CH2:1]([CH3:2])[O:3][C:4](=[O:5])[c:6]1[nH:7][cH:8][c:9]([C:23]([CH2:22][c:17]2[c:16]([Br:15])[cH:21][cH:20][cH:19][cH:18]2)=[O:24])[cH:10]1.